From a dataset of the Open Reaction Database (ORD), a public repository of structured organic reaction records. describe an organic reaction: reactants, conditions, products, and yield Reactants: C1COCCO1, COC(=O)Cc1c(C)[nH]c2ncccc12, CCOC(C)=O, NC1CCCCC1N, Clc1ccc(I)cc1, [Cu]I, [K+], [K+], [K+], O=P([O-])([O-])[O-]. Yields the product COC(=O)Cc1c(C)n(-c2ccc(Cl)cc2)c2ncccc12. Reaction SMILES: [CH2:48]1[O:49][CH2:50][CH2:51][O:52][CH2:53]1.[CH3:1][O:2][C:3]([CH2:4][c:5]1[c:6]([CH3:14])[nH:7][c:8]2[n:9][cH:10][cH:11][cH:12][c:13]12)=[O:15].[CH3:40][CH2:41][O:42][C:43]([CH3:44])=[O:45].[CH:24]1([NH2:25])[CH2:26][CH2:27][CH2:28][CH2:29][CH:30]1[NH2:31].[Cl:16][c:17]1[cH:18][cH:19][c:20]([I:23])[cH:21][cH:22]1.[Cu:46][I:47].[K+:37].[K+:38].[K+:39].[P:32]([O-:33])([O-:34])([O-:35])=[O:36]>>[CH3:1][O:2][C:3]([CH2:4][c:5]1[c:6]([CH3:14])[n:7](-[c:20]2[cH:19][cH:18][c:17]([Cl:16])[cH:22][cH:21]2)[c:8]2[n:9][cH:10][cH:11][cH:12][c:13]12)=[O:15]. The reactants are [H][H] (hydrogen), C(C)O[Si](CCC(=S)N)(OCC)OCC (beta-triethoxysilylthiopropionamide), [H][H] (hydrogen). The reagents and catalysts are [Co](=S)(=S)=S (cobalt trisulfide). Conditions: temperature 200 celsius. Yields the product SCCC[Si](OCC)(OCC)OCC (gamma-mercaptopropyltriethoxysilane). The yield is 59.0%. As a reaction SMILES: [CH2:1]([O:3][Si:4]([O:13][CH2:14][CH3:15])([O:10][CH2:11][CH3:12])[CH2:5][CH2:6][C:7](N)=[S:8])[CH3:2].[H][H]>[Co](=S)(=S)=S>[SH:8][CH2:7][CH2:6][CH2:5][Si:4]([O:13][CH2:14][CH3:15])([O:3][CH2:1][CH3:2])[O:10][CH2:11][CH3:12]. Procedure: Into a clean, dry 300 cubic centimeter high pressure reactor were added 58 grams (0.23 moles) of beta-triethoxysilylthiopropionamide product (containing 14% beta-cyanoethyltriethoxysilane starting material) and 2.5 weight percent of cobalt trisulfide. The reactor was sealed, pressurized to 1100 psig with hydrogen, and placed in a rocker. The vessel was heated to 200° C. internal temperature and maintained at that temperature for 5 hours with agitation while the pressure increased to a maximum of... Starting materials: C(#N)C1=C(N(C(N([C@@H]1C1=C(C=C(C=C1)C#N)S(=O)(=O)C)C(=O)N1C[C@@H](CCC1)NC(OC(C)(C)C)=O)=O)C1=CC(=CC=C1)C(F)(F)F)C (tert-Butyl [(3R)-1-{[(6S)-5-cyano-6-[4-cyano-2-(methylsulfonyl)phenyl]-4-methyl-2-oxo-3-[3-(trifluoromethyl)phenyl]-3,6-dihydropyrimidin-1(2H)-yl]carbonyl}piperidin-3-yl]carbamate). Solvent: solution, Cl (hydrogen chloride), O1CCOCC1 (dioxane). Conditions: time 60 minute. The product is N[C@H]1CN(CCC1)C(=O)N1C(N(C(=C([C@H]1C1=C(C=C(C=C1)C#N)S(=O)(=O)C)C#N)C)C1=CC(=CC=C1)C(F)(F)F)=O ((4S)-3-[(3R)-3-Aminopiperidin-1-yl]carbonyl-4-[4-cyano-2-(methylsulfonyl)phenyl]-6-methyl-2-oxo-1-[3-(trifluoromethyl)phenyl]-1,2,3,4-tetrahydropyrimidine-5-carbonitrile). As a reaction SMILES: [C:1]([C:3]1[C@@H:8]([C:9]2[CH:14]=[CH:13][C:12]([C:15]#[N:16])=[CH:11][C:10]=2[S:17]([CH3:20])(=[O:19])=[O:18])[N:7]([C:21]([N:23]2[CH2:28][CH2:27][CH2:26][C@@H:25]([NH:29]C(=O)OC(C)(C)C)[CH2:24]2)=[O:22])[C:6](=[O:37])[N:5]([C:38]2[CH:43]=[CH:42][CH:41]=[C:40]([C:44]([F:47])([F:46])[F:45])[CH:39]=2)[C:4]=1[CH3:48])#[N:2]>Cl.O1CCOCC1>[NH2:29][C@@H:25]1[CH2:26][CH2:27][CH2:28][N:23]([C:21]([N:7]2[C@H:8]([C:9]3[CH:14]=[CH:13][C:12]([C:15]#[N:16])=[CH:11][C:10]=3[S:17]([CH3:20])(=[O:19])=[O:18])[C:3]([C:1]#[N:2])=[C:4]([CH3:48])[N:5]([C:38]3[CH:43]=[CH:42][CH:41]=[C:40]([C:44]([F:46])([F:47])[F:45])[CH:39]=3)[C:6]2=[O:37])=[O:22])[CH2:24]1. Procedure details: tert-Butyl [(3R)-1-{[(6S)-5-cyano-6-[4-cyano-2-(methylsulfonyl)phenyl]-4-methyl-2-oxo-3-[3-(trifluoromethyl)phenyl]-3,6-dihydropyrimidin-1(2H)-yl]carbonyl}piperidin-3-yl]carbamate (Example 12A; 56.0 mg, 0.082 mmol) was dissolved in a 4 N solution of hydrogen chloride in dioxane (2.15 ml) and stirred at RT for 60 min. The contents of the flask was then concentrated under reduced pressure, and the residue was taken up in dichloromethane (15 ml) and 2 N aqueous sodium hydroxide solution (15 ml). Af... Starting materials: BrB(Br)Br, COC(=O)CC1CCc2c1ccc(OC)c2C, ClCCl. Product: COC(=O)CC1CCc2c1ccc(O)c2C. As a reaction SMILES: [B:1]([Br:2])([Br:3])[Br:4].[CH3:5][O:6][c:7]1[c:8]([CH3:21])[c:9]2[c:13]([cH:14][cH:15]1)[CH:12]([CH2:16][C:17](=[O:18])[O:19][CH3:20])[CH2:11][CH2:10]2.[Cl:22][CH2:23][Cl:24]>>[OH:6][c:7]1[c:8]([CH3:21])[c:9]2[c:13]([cH:14][cH:15]1)[CH:12]([CH2:16][C:17](=[O:18])[O:19][CH3:20])[CH2:11][CH2:10]2. Procedure: The N-acetyl-2-ethynylaniline was prepared from 2-iodoacetanilide by Sonogashira coupling and using the same method as the synthesis of 2-ethynyl aniline. Afforded light brown solid 45% yield. As a reaction SMILES: I[CH2:2][C:3]([NH:5][C:6]1[CH:11]=[CH:10][CH:9]=[CH:8][CH:7]=1)=[O:4].[C:12](C1C=CC=CC=1N)#[CH:13]>>[C:3]([NH:5][C:6]1[CH:11]=[CH:10][CH:9]=[CH:8][C:7]=1[C:12]#[CH:13])(=[O:4])[CH3:2]. The reactants are ICC(=O)NC1=CC=CC=C1 (2-iodoacetanilide), C(#C)C1=C(N)C=CC=C1 (2-ethynyl aniline). Yields the product C(C)(=O)NC1=C(C=CC=C1)C#C (N-acetyl-2-ethynylaniline), solid. Isolated yield 45.0%. Yield: 48.7%. The product is FC1=CC=C(C=C1)C(CNC1=CN=C(N=N1)C=1C=C(C#N)C=CC1)(C)C (3-(6-(2-(4-Fluorophenyl)-2-methylpropylamino)-1,2,4-triazin-3-yl)benzonitrile). Solvent: CN1CCCC1=O (NMP). Conditions: temperature 200 celsius. Reactants: NiBr2, [C-]#N.[Na+] (NaCN), ClC=1C=C(C=CC1)C=1N=NC(=CN1)NCC(C)(C)C1=CC=C(C=C1)F (3-(3-chlorophenyl)-N-(2-(4-fluorophenyl)-2-methylpropyl)-1,2,4-triazin-6-amine). Procedure details: To a microwave vial containing NiBr2 (280 mg, 1.3 mmol) and NaCN (120 mg, 2.5 mmol) was added a solution of 3-(3-chlorophenyl)-N-(2-(4-fluorophenyl)-2-methylpropyl)-1,2,4-triazin-6-amine (450 mg, 1.3 mmol) in NMP (4.0 mL). The vial was purged with nitrogen and sealed. The mixture was heated to 200° C. in a microwave for 25 min and allowed to cool to room temperature. The solution was diluted with EtOAc/ether (1:1), washed with water (3×), dried over Na2SO4 and evaporated to dryness. Purification... RXN SMILES: [C-:1]#[N:2].[Na+].Cl[C:5]1[CH:6]=[C:7]([C:11]2[N:12]=[N:13][C:14]([NH:17][CH2:18][C:19]([C:22]3[CH:27]=[CH:26][C:25]([F:28])=[CH:24][CH:23]=3)([CH3:21])[CH3:20])=[CH:15][N:16]=2)[CH:8]=[CH:9][CH:10]=1>CN1C(=O)CCC1>[F:28][C:25]1[CH:26]=[CH:27][C:22]([C:19]([CH3:21])([CH3:20])[CH2:18][NH:17][C:14]2[N:13]=[N:12][C:11]([C:7]3[CH:6]=[C:5]([CH:10]=[CH:9][CH:8]=3)[C:1]#[N:2])=[N:16][CH:15]=2)=[CH:23][CH:24]=1 |f:0.1|. Starting materials: ClCCl, C[Si](C)(C)CCOCn1nc(NC2CCN(S(C)(=O)=O)CC2)c2nc(-c3c(F)cccc3F)c3cc(C=NO)ccc3c21, O=C(O)C(F)(F)F, N, O. Product: CS(=O)(=O)N1CCC(Nc2n[nH]c3c2nc(-c2c(F)cccc2F)c2cc(C=NO)ccc23)CC1. Reaction SMILES: [Cl:51][CH2:52][Cl:53].[F:1][c:2]1[c:3](-[c:9]2[n:10][c:11]3[c:12]([c:13]4[cH:14][cH:15][c:16]([CH:19]=[N:20][OH:21])[cH:17][c:18]24)[n:22]([CH2:36][O:37][CH2:38][CH2:39][Si:40]([CH3:41])([CH3:42])[CH3:43])[n:23][c:24]3[NH:25][CH:26]2[CH2:27][CH2:28][N:29]([S:32](=[O:33])(=[O:34])[CH3:35])[CH2:30][CH2:31]2)[c:4]([F:8])[cH:5][cH:6][cH:7]1.[F:44][C:45]([F:46])([F:47])[C:48]([OH:49])=[O:50].[NH3:55].[OH2:54]>>[F:1][c:2]1[c:3](-[c:9]2[n:10][c:11]3[c:12]([c:13]4[cH:14][cH:15][c:16]([CH:19]=[N:20][OH:21])[cH:17][c:18]24)[nH:22][n:23][c:24]3[NH:25][CH:26]2[CH2:27][CH2:28][N:29]([S:32](=[O:33])(=[O:34])[CH3:35])[CH2:30][CH2:31]2)[c:4]([F:8])[cH:5][cH:6][cH:7]1.